The task is: describe an organic reaction: reactants, conditions, products, and yield. This data is from the Open Reaction Database (ORD), a public repository of structured organic reaction records. Starting materials: COC(=O)c1ccc(-c2ccccc2N(C(=N)NC(=O)OC(C)(C)C)C(=O)OC(C)(C)C)s1, CC#N, [Li+], [OH-]. The product is CC(C)(C)OC(=O)NC(=N)N(C(=O)OC(C)(C)C)c1ccccc1-c1ccc(C(=O)O)s1. As a reaction SMILES: [CH3:1][O:2][C:3](=[O:4])[c:5]1[s:6][c:7](-[c:10]2[c:11]([N:16]([C:17](=[NH:18])[NH:19][C:20](=[O:21])[O:22][C:23]([CH3:24])([CH3:25])[CH3:26])[C:27](=[O:28])[O:29][C:30]([CH3:31])([CH3:32])[CH3:33])[cH:12][cH:13][cH:14][cH:15]2)[cH:8][cH:9]1.[CH3:36][C:37]#[N:38].[Li+:34].[OH-:35]>>[O:2]=[C:3]([OH:4])[c:5]1[s:6][c:7](-[c:10]2[c:11]([N:16]([C:17](=[NH:18])[NH:19][C:20](=[O:21])[O:22][C:23]([CH3:24])([CH3:25])[CH3:26])[C:27](=[O:28])[O:29][C:30]([CH3:31])([CH3:32])[CH3:33])[cH:12][cH:13][cH:14][cH:15]2)[cH:8][cH:9]1. The reactants are CCO, CCOC(=O)CNc1ccc(Cl)cc1Oc1ccc([N+](=O)[O-])cc1Cl. RXN SMILES: [CH3:26][CH2:27][OH:28].[Cl:1][c:2]1[cH:3][c:4]([O:15][c:16]2[c:17]([Cl:25])[cH:18][c:19]([N+:22]([O-:23])=[O:24])[cH:20][cH:21]2)[c:5]([NH:8][CH2:9][C:10](=[O:11])[O:12][CH2:13][CH3:14])[cH:6][cH:7]1>>[Cl:1][c:2]1[cH:3][c:4]([O:15][c:16]2[c:17]([Cl:25])[cH:18][c:19]([NH2:22])[cH:20][cH:21]2)[c:5]([NH:8][CH2:9][C:10](=[O:11])[O:12][CH2:13][CH3:14])[cH:6][cH:7]1. Product: CCOC(=O)CNc1ccc(Cl)cc1Oc1ccc(N)cc1Cl. The reactants are [OH-].[Na+] (sodium hydroxide), Cl.N1CCC(CC1)OC=1C=C2C=CN=CC2=CC1 (6-(Piperidin-4-yloxy)-isoquinoline hydrochloride), 4A, C(C)OC1(CC1)O[Si](C)(C)C ((1-Ethoxy-cyclopropyloxy)-trimethyl-silane), C(#N)[BH3-].[Na+] (sodium cyanoborohydride). Solvent: CO (methanol), C(C)(=O)O (acetic acid), C(C)N(CC)CC (triethylamine). The product is Cl.C1(CC1)N1CCC(CC1)OC=1C=C2C=CN=CC2=CC1 (6-(1-Cyclopropyl-piperidin-4-yloxy)-isoquinoline-hydrochloride). Reaction SMILES: [ClH:1].[NH:2]1[CH2:7][CH2:6][CH:5]([O:8][C:9]2[CH:10]=[C:11]3[C:16](=[CH:17][CH:18]=2)[CH:15]=[N:14][CH:13]=[CH:12]3)[CH2:4][CH2:3]1.C(O[C:22]1(O[Si](C)(C)C)[CH2:24][CH2:23]1)C.C([BH3-])#N.[Na+].[OH-].[Na+]>CO.C(O)(=O)C.C(N(CC)CC)C>[ClH:1].[CH:22]1([N:2]2[CH2:7][CH2:6][CH:5]([O:8][C:9]3[CH:10]=[C:11]4[C:16](=[CH:17][CH:18]=3)[CH:15]=[N:14][CH:13]=[CH:12]4)[CH2:4][CH2:3]2)[CH2:24][CH2:23]1 |f:0.1,3.4,5.6,10.11|. Procedure details: 300 mg (1.13 mmol) 6-(Piperidine-4-yloxy)-isoquinoline hydrochloride (124) are dissolved in 10 mL of methanol. 202 mg of triethylamine, molecular sieves 4A, 600 mg of glacial acetic acid, 871 mg of (1-Ethoxy-cyclopropyloxy)-trimethyl-silane and 101 mg of sodium cyanoborohydride are added successively and the reaction mixture is heated under reflux for 6 hours. The reaction mixture is cooled to room temperature, 6 mL of 2N sodium hydroxide are added and the reaction mixture is filtered. The filtr... Reported procedure: Anthracene (75 gm) was combined with allyl chloride (150 gm) and benzene (375 gm) in a Parr bomb and heated to 220° C. for 13 hours. The contents were filtered and the benzene was removed on a rotary evaporator. The residue was recrystallized from ethanol to provide the product as a white solid (mp=108-111° C.). Solvent: C1=CC=CC=C1 (benzene). The product is ClCC1CC2C3=CC=CC=C3C1C=1C=CC=CC21 (11-Chloromethyl-9,10-dihydro-9,10-ethanoanthracene). Starting materials: C1=CC=CC2=CC3=CC=CC=C3C=C12 (Anthracene), C(C=C)Cl (allyl chloride). Run at temperature 220 celsius. As a reaction SMILES: [CH:1]1[C:14]2[C:5](=[CH:6][C:7]3[C:12]([CH:13]=2)=[CH:11][CH:10]=[CH:9][CH:8]=3)[CH:4]=[CH:3][CH:2]=1.[CH2:15]([Cl:18])[CH:16]=[CH2:17]>C1C=CC=CC=1>[Cl:18][CH2:15][CH:16]1[CH:6]2[C:7]3[CH:8]=[CH:9][CH:10]=[CH:11][C:12]=3[CH:13]([C:14]3[C:5]2=[CH:4][CH:3]=[CH:2][CH:1]=3)[CH2:17]1. The reactants are CCOC(=O)C(OC)c1ccc(N(C)C)cc1, CCO, NN, O. The product is COC(C(=O)NN)c1ccc(N(C)C)cc1. Reaction SMILES: [CH3:1][N:2]([c:3]1[cH:4][cH:5][c:6]([CH:9]([C:10](=[O:11])[O:12][CH2:13][CH3:14])[O:15][CH3:16])[cH:7][cH:8]1)[CH3:17].[CH3:21][CH2:22][OH:23].[NH2:19][NH2:20].[OH2:18]>>[CH3:1][N:2]([c:3]1[cH:4][cH:5][c:6]([CH:9]([C:10](=[O:11])[NH:19][NH2:20])[O:15][CH3:16])[cH:7][cH:8]1)[CH3:17]. Reactants: COC=1C=C2C=C(C(NC2=CC1)=O)C=1N=NN(N1)CC1=CC(=CC=C1)OCC1=NC2=CC=CC=C2C=C1 (6-methoxy-3-{2-[3-(2-quinolylmethoxy)benzyl]tetrazolyl}quinolin-2-one), C([O-])([O-])=O.[K+].[K+] (potassium carbonate), resultant mixture. Solvent: CN(C)C=O (DMF). Reaction conditions: temperature 80 celsius, time 4 hour. Product: COC=1C=C2C=C(C(N(C2=CC1)C)=O)C=1N=NN(N1)CC1=CC(=CC=C1)OCC1=NC2=CC=CC=C2C=C1 (6-methoxy-1-methyl-3-{2-[3-(2-quinolylmethoxy)benzyl]tetrazolyl}quinolin-2-one). Yield: 81.2%. Reaction SMILES: [CH3:1][O:2][C:3]1[CH:4]=[C:5]2[C:10](=[CH:11][CH:12]=1)[NH:9][C:8](=[O:13])[C:7]([C:14]1[N:15]=[N:16][N:17]([CH2:19][C:20]3[CH:25]=[CH:24][CH:23]=[C:22]([O:26][CH2:27][C:28]4[CH:37]=[CH:36][C:35]5[C:30](=[CH:31][CH:32]=[CH:33][CH:34]=5)[N:29]=4)[CH:21]=3)[N:18]=1)=[CH:6]2.[C:38](=O)([O-])[O-].[K+].[K+]>CN(C=O)C>[CH3:1][O:2][C:3]1[CH:4]=[C:5]2[C:10](=[CH:11][CH:12]=1)[N:9]([CH3:38])[C:8](=[O:13])[C:7]([C:14]1[N:15]=[N:16][N:17]([CH2:19][C:20]3[CH:25]=[CH:24][CH:23]=[C:22]([O:26][CH2:27][C:28]4[CH:37]=[CH:36][C:35]5[C:30](=[CH:31][CH:32]=[CH:33][CH:34]=5)[N:29]=4)[CH:21]=3)[N:18]=1)=[CH:6]2 |f:1.2.3|. Reported procedure: To a mixture of 6-methoxy-3-{2-[3-(2-quinolylmethoxy)benzyl]tetrazolyl}quinolin-2-one (1.61 g, 3.30 mmol) and potassium carbonate (684 mg, 4.95 mmol), was added DMF (30 ml). Methyl iodinate (562 mg, 3.96 mmol) was added dropwise to the resultant mixture, and thereafter stirred for four hours at a bath temperature of 80° C. The solvent of the reaction mixture was removed under reduced pressure. Water was added to the mixture, and the organic phase was extracted therefrom with a mixture of chlorof... Reactants: BrC=1C=CC(=NC1)N (5-bromopyridin-2-amine), OC=1C=C(C(=O)OC)C=CC1 (methyl 3-hydroxybenzoate), CN(CC(=O)O)C (N,N-dimethylglycine), C(=O)([O-])[O-].[Cs+].[Cs+] (Cs2CO3). The reagents and catalysts are [Cu]I (CuI). The solvent is O1CCOCC1 (dioxane). Run at temperature 120 celsius. The product is NC1=CC=C(C=N1)OC=1C=C(C(=O)OC)C=CC1 (methyl 3-(6-aminopyridin-3-yloxy)benzoate). The yield is 51.2%. As a reaction SMILES: Br[C:2]1[CH:3]=[CH:4][C:5]([NH2:8])=[N:6][CH:7]=1.[OH:9][C:10]1[CH:11]=[C:12]([CH:17]=[CH:18][CH:19]=1)[C:13]([O:15][CH3:16])=[O:14].CN(C)CC(O)=O.C([O-])([O-])=O.[Cs+].[Cs+]>O1CCOCC1.[Cu]I>[NH2:8][C:5]1[N:6]=[CH:7][C:2]([O:9][C:10]2[CH:11]=[C:12]([CH:17]=[CH:18][CH:19]=2)[C:13]([O:15][CH3:16])=[O:14])=[CH:3][CH:4]=1 |f:3.4.5|. Procedure: A procedure described by D. Ma and Q. Cai (Org. Lett. 3799, 2003) was followed. To a solution of 5-bromopyridin-2-amine (346 mg, 2 mmol) in dioxane (10 mL) were added methyl 3-hydroxybenzoate (400 mg, 2.6 mmol), CuI (50 mg), N,N-dimethylglycine (60 mg) and Cs2CO3 (1.0 g). The resulting mixture was heated to 120° C. for 5 h, then cooled and partitioned between water and dichloromethane. The organic layer was separated, dried, and concentrated. The residue was purified by silica gel column eluting...